This data is from the Open Reaction Database (ORD), a public repository of structured organic reaction records. The task is: describe an organic reaction: reactants, conditions, products, and yield Starting materials: CC(C)(C)[Si](C)(C)Cl, C1CCOC1, c1c[nH]cn1, CC(O)c1cccc2cc[nH]c12. Yields the product CC(O[Si](C)(C)C(C)(C)C)c1cccc2cc[nH]c12. Reaction SMILES: [C:1]([CH3:2])([CH3:3])([CH3:4])[Si:5]([CH3:6])([CH3:7])[Cl:8].[O:26]1[CH2:27][CH2:28][CH2:29][CH2:30]1.[nH:21]1[cH:22][cH:23][n:24][cH:25]1.[nH:9]1[cH:10][cH:11][c:12]2[cH:13][cH:14][cH:15][c:16]([CH:18]([CH3:19])[OH:20])[c:17]12>>[C:1]([CH3:2])([CH3:3])([CH3:4])[Si:5]([CH3:6])([CH3:7])[O:20][CH:18]([c:16]1[cH:15][cH:14][cH:13][c:12]2[cH:11][cH:10][nH:9][c:17]21)[CH3:19]. Reported procedure: 10 g of 1-hydroxy-2-acetylnaphthalene are dissolved in 60 ml of dioxane, and 30 ml of 30% sodium hydroxide solution are added. At a temperature of from 70° C. to 80° C., difluorochloromethane (Freon 22) is introduced until no further absorption is observed. The dioxane phase is then decanted, the NaOH phase is washed with dioxane, the dioxane phase is decanted, and the combined dioxane solutions are largely concentrated in vacuo using a rotary evaporator. Water is added to the residue, the mixtu... Product: FC(OC1=C(C=CC2=CC=CC=C12)C(C)=O)F (1-difluoromethoxy-2-acetylnaphthalene). The solvent is O1CCOCC1 (dioxane). As a reaction SMILES: [OH:1][C:2]1[C:11]2[C:6](=[CH:7][CH:8]=[CH:9][CH:10]=2)[CH:5]=[CH:4][C:3]=1[C:12](=[O:14])[CH3:13].[OH-].[Na+].[F:17][CH:18]([F:20])Cl>O1CCOCC1>[F:17][CH:18]([F:20])[O:1][C:2]1[C:11]2[C:6](=[CH:7][CH:8]=[CH:9][CH:10]=2)[CH:5]=[CH:4][C:3]=1[C:12](=[O:14])[CH3:13] |f:1.2|. Reactants: [OH-].[Na+] (sodium hydroxide), OC1=C(C=CC2=CC=CC=C12)C(C)=O (1-hydroxy-2-acetylnaphthalene), FC(Cl)F (difluorochloromethane). Reactants: C(=O)C1=CC2=C(OC3=C(NC2=O)C=CC=C3)S1 (2-Formylthieno[2,3-b][1,5]benzoxazepin-4(5H)-one), [BH4-].[Na+] (sodium borohydride). The solvent is O (water), CO (methanol). Reaction conditions: time 1.5 hour. The product is OCC1=CC2=C(OC3=C(NC2=O)C=CC=C3)S1 (2-hydroxymethylthieno[2,3-b][1,5]benzoxazepin-4(5H)-one). Isolated yield 62.0%. Reaction SMILES: [CH:1]([C:3]1[S:17][C:6]2[O:7][C:8]3[CH:16]=[CH:15][CH:14]=[CH:13][C:9]=3[NH:10][C:11](=[O:12])[C:5]=2[CH:4]=1)=[O:2].[BH4-].[Na+]>CO.O>[OH:2][CH2:1][C:3]1[S:17][C:6]2[O:7][C:8]3[CH:16]=[CH:15][CH:14]=[CH:13][C:9]=3[NH:10][C:11](=[O:12])[C:5]=2[CH:4]=1 |f:1.2|. Procedure details: 2-Formylthieno[2,3-b][1,5]benzoxazepin-4(5H)-one (1.6 g) was suspended in methanol (30 ml) and sodium borohydride (480 mg) was added. The mixture was stirred at room temperature for 1.5 hours. The reaction mixture was diluted with water and extracted 3 times with chloroform. The organic layer was dried over sodium sulfate and the solvent was evaporated under reduced pressure. To the residue were added chloroform and diisopropyl ether and the precipitated crystals were collected by filtration to ... The reactants are N=1NN=NC1N1CCC(CC1)OC=1C2=C(N=CN1)C(=CS2)C2=C(C=C(C=C2)S(=O)(=O)C)F (4-(1-(2H-tetrazol-5-yl)piperidin-4-yloxy)-7-(2-fluoro-4-methanesulfonyl-phenyl)thieno[3,2-d]pyrimidine), C(=O)([O-])[O-].[K+].[K+] (K2CO3), IC(C)C (2-iodopropane). Solvent: CNC=O (methylformamide), CC(=O)C (acetone). Yields the product FC1=C(C=CC(=C1)S(=O)(=O)C)C1=CSC2=C1N=CN=C2OC2CCN(CC2)C=2N=NN(N2)C(C)C (7-(2-fluoro-4-methanesulfonyl-phenyl)-4-(1-(2-isopropyl-2H-tetrazol-5-yl)piperidin-4-yloxy)thieno[3,2-d]pyrimidine). As a reaction SMILES: [N:1]1[NH:2][N:3]=[N:4][C:5]=1[N:6]1[CH2:11][CH2:10][CH:9]([O:12][C:13]2[C:14]3[S:21][CH:20]=[C:19]([C:22]4[CH:27]=[CH:26][C:25]([S:28]([CH3:31])(=[O:30])=[O:29])=[CH:24][C:23]=4[F:32])[C:15]=3[N:16]=[CH:17][N:18]=2)[CH2:8][CH2:7]1.C([O-])([O-])=O.[K+].[K+].I[CH:40]([CH3:42])[CH3:41]>CNC=O.CC(C)=O>[F:32][C:23]1[CH:24]=[C:25]([S:28]([CH3:31])(=[O:29])=[O:30])[CH:26]=[CH:27][C:22]=1[C:19]1[C:15]2[N:16]=[CH:17][N:18]=[C:13]([O:12][CH:9]3[CH2:10][CH2:11][N:6]([C:5]4[N:1]=[N:2][N:3]([CH:40]([CH3:42])[CH3:41])[N:4]=4)[CH2:7][CH2:8]3)[C:14]=2[S:21][CH:20]=1 |f:1.2.3|. Procedure details: 700 mg of 4-(1-(2H-tetrazol-5-yl)piperidin-4-yloxy)-7-(2-fluoro-4-methanesulfonyl-phenyl)thieno[3,2-d]pyrimidine obtained in step 94-1 and 41 mf of K2CO3 were added in a mixture of methylformamide and acetone, and 44 μl of 2-iodopropane was dropwise added with stirring. The resulting mixture was stirred at 50° C. for 12 hr, cooled to room temperature and extracted three times with ethyl acetate. The organic layer was dried over anhydrous sodium sulfate, filtered and concentrated under a reduced ... Starting materials: C(C(=O)C)(=O)OCC (ethyl pyruvate), CC(C#C)C (3-methylbut-1-yne), C(CCC)[Li] (n-butyllithium), CCCCCC (hexane). Solvent: C1CCOC1 (THF), C1CCOC1 (THF). Run at temperature 0 celsius, time 0.25 hour. The product is OC(C(=O)OCC)(C#CC(C)C)C (ethyl 2-hydroxy-2,5-dimethyl-3-hexynoate). The yield is 63.0%. Reaction SMILES: [CH3:1][CH:2]([CH3:5])[C:3]#C.[CH2:6]([Li])CCC.CCCCCC.[C:17]([O:22][CH2:23][CH3:24])(=[O:21])[C:18]([CH3:20])=[O:19]>C1COCC1>[OH:19][C:18]([CH3:6])([C:20]#[C:1][CH:2]([CH3:5])[CH3:3])[C:17]([O:22][CH2:23][CH3:24])=[O:21]. Procedure: To a solution of 3-methylbut-1-yne (0.5 g, 0.73 mmol), in dry THF (12 mL) was added dropwise at 0° C. a solution of n-butyllithium in hexane (1.6 N solution, 4.57 mL, 0.73 mmol). After being stirred for 0.25 h at 0° C., the solution was cooled at −78° C. and transferred dropwise by cannulation into a solution of ethyl pyruvate (0.80 mL, 0.73 mmol) in dry THF (12 mL) at −78° C. The resulting solution was stirred at −78° C. for 0.5 hr and quenched by the addition of saturated aqueous NH4Cl (10 mL)...